Dataset: the Open Reaction Database (ORD), a public repository of structured organic reaction records. Task: describe an organic reaction: reactants, conditions, products, and yield Reactants: OC=1C=C(C=O)C=CC1 (3-hydroxybenzaldehyde), C([O-])([O-])=O.[K+].[K+] (potassium carbonate), CN(C=O)C (dimethylformamide), BrCC=1OC(=C(N1)C1=CC=CC=C1)C1=CC=CC=C1 (2-bromomethyl-4,5-diphenyloxazole). Reagents/catalysts: [I-] (iodide). Solvent: O (water). Reaction conditions: time 45 minute. Product: C1(=CC=CC=C1)C=1N=C(OC1C1=CC=CC=C1)COC=1C=C(C=O)C=CC1 (3-[(4,5-diphenyl-2-oxazolyl)methoxy]benzaldehyde). Yield: 78.3%. RXN SMILES: Br[CH2:2][C:3]1[O:4][C:5]([C:14]2[CH:19]=[CH:18][CH:17]=[CH:16][CH:15]=2)=[C:6]([C:8]2[CH:13]=[CH:12][CH:11]=[CH:10][CH:9]=2)[N:7]=1.[OH:20][C:21]1[CH:22]=[C:23]([CH:26]=[CH:27][CH:28]=1)[CH:24]=[O:25].C(=O)([O-])[O-].[K+].[K+].CN(C)C=O>O.[I-]>[C:8]1([C:6]2[N:7]=[C:3]([CH2:2][O:20][C:21]3[CH:22]=[C:23]([CH:26]=[CH:27][CH:28]=3)[CH:24]=[O:25])[O:4][C:5]=2[C:14]2[CH:19]=[CH:18][CH:17]=[CH:16][CH:15]=2)[CH:13]=[CH:12][CH:11]=[CH:10][CH:9]=1 |f:2.3.4|. Reported procedure: A mixture of 2-bromomethyl-4,5-diphenyloxazole (26.72 g, 85 mmol) obtained according to D. L. Aldous, et al., J. Org. Chem. 2, 228-334 (1937), 3-hydroxybenzaldehyde (9.34 g, 76 mmol), potassium carbonate (12.92 g, 93 mmol), potasssium iodide (0.5 g) and dimethylformamide (250 mL) was stirred at 110° C. After 45 minutes, the mixture was cooled, diluted with water and extracted with diethyl ether (3×). The combined extracts were washed with water (3×), dried over sodium sulfate and concentrated in... Reaction SMILES: [OH:1][C:2]1[CH:7]=[CH:6][C:5]([C:8]2[CH:13]=[CH:12][CH:11]=[CH:10][CH:9]=2)=[CH:4][CH:3]=1.C(=O)([O-])[O-].[K+].[K+].[CH2:20]([CH:22]1[O:24][CH2:23]1)Cl>>[O:24]1[CH2:23][CH:22]1[CH2:20][O:1][C:2]1[CH:3]=[CH:4][C:5]([C:8]2[CH:13]=[CH:12][CH:11]=[CH:10][CH:9]=2)=[CH:6][CH:7]=1 |f:1.2.3|. Procedure: A suspension of 10 g of 4-hydroxybiphenyl and 10 g of pulverised potassium carbonate in 75 ml of epichlorohydrin is stirred under reflux from 4 hours. The reaction mixture is concentrated by evaporation, water is added to the residue and the mixture is extracted with ethyl acetate. The organic phase is dried over sodium sulphate and concentrated by evaporation. The residue is recrystallised from isopropanol, yielding 4-(2,3-epoxypropoxy)-biphenyl having a melting point of 86°-88°. Yields the product O1C(COC2=CC=C(C=C2)C2=CC=CC=C2)C1 (4-(2,3-epoxypropoxy)-biphenyl). Reactants: OC1=CC=C(C=C1)C1=CC=CC=C1 (4-hydroxybiphenyl), C([O-])([O-])=O.[K+].[K+] (potassium carbonate), C(Cl)C1CO1 (epichlorohydrin).